From a dataset of the Open Reaction Database (ORD), a public repository of structured organic reaction records. describe an organic reaction: reactants, conditions, products, and yield Reactants: CN1N=C(C=C1[N+](=O)[O-])C=1OC=NN1 (2-(1-methyl-5-nitro-1H-pyrazol-3-yl)-1,3,4-oxadiazole), [Cl-].[NH4+] (ammonium chloride). Reagents/catalysts: [Zn] (zinc). Solvent: C1CCOC1.CO (THF MeOH). Run at temperature 0 celsius, time 10 minute. Product: CN1N=C(C=C1N)C=1OC=NN1 (1-methyl-3-(1,3,4-oxadiazol-2-yl)-1H-pyrazol-5-amine). The yield is 31.0%. As a reaction SMILES: [CH3:1][N:2]1[C:6]([N+:7]([O-])=O)=[CH:5][C:4]([C:10]2[O:11][CH:12]=[N:13][N:14]=2)=[N:3]1.[Cl-].[NH4+]>[Zn].C1COCC1.CO>[CH3:1][N:2]1[C:6]([NH2:7])=[CH:5][C:4]([C:10]2[O:11][CH:12]=[N:13][N:14]=2)=[N:3]1 |f:1.2,4.5|. Procedure details: To a mixture of 2-(1-methyl-5-nitro-1H-pyrazol-3-yl)-1,3,4-oxadiazole (2.56 g, 13.1 mmol), ammonium chloride (4.91 g, 92 mmol) in a 1:1 solution of THF/MeOH (82.6 mL) at about 0° C. was added zinc dust (6.0 g, 92 mmol) portionwise. The reaction was stirred for about 10 min at about 0° C. The ice bath was removed and the reaction stirred at ambient temperature for about 16 h. The reaction mixture was filtered through a pad of Celite® rinsing with MeOH (50 mL). The filtrate was concentrated under ... Conditions: time 2 hour. The reactants are [N+](=O)(O)[O-] (nitric acid), C(C)(=O)N1C(C(CC1)C)C1=C(C=C(C=C1)NC(=O)C1=NC=CC=C1)F (N-(4-(1-acetyl-3-methylpyrrolidin-2-yl)-3-fluorophenyl)pyridine-2-carboxamide). Reported procedure: 1 ml of fuming nitric acid was added to 70 mg of N-(4-(1-acetyl-3-methylpyrrolidin-2-yl)-3-fluorophenyl)pyridine-2-carboxamide, and the reaction liquid was stirred at room temperature for 2 hours. The reaction liquid was poured into a mixture of ice-aqueous saturated sodium bicarbonate, extracted with chloroform, and dried with anhydrous sodium carbonate. The solvent was evaporated away under reduced pressure, and the resulting residue was purified through partitioning thin-layer chromatography ... Product: C(C)(=O)N1C(C(CC1)C)C1=CC(=C(C=C1F)NC(=O)C1=NC=CC=C1)[N+](=O)[O-] (N-(4-(1-acetyl-3-methylpyrrolidin-2-yl)-5-fluoro-2-nitrophenyl)pyridine-2-carboxamide). Reaction SMILES: [N+:1]([O-:4])(O)=[O:2].[C:5]([N:8]1[CH2:12][CH2:11][CH:10]([CH3:13])[CH:9]1[C:14]1[CH:19]=[CH:18][C:17]([NH:20][C:21]([C:23]2[CH:28]=[CH:27][CH:26]=[CH:25][N:24]=2)=[O:22])=[CH:16][C:15]=1[F:29])(=[O:7])[CH3:6]>>[C:5]([N:8]1[CH2:12][CH2:11][CH:10]([CH3:13])[CH:9]1[C:14]1[C:15]([F:29])=[CH:16][C:17]([NH:20][C:21]([C:23]2[CH:28]=[CH:27][CH:26]=[CH:25][N:24]=2)=[O:22])=[C:18]([N+:1]([O-:4])=[O:2])[CH:19]=1)(=[O:7])[CH3:6]. Starting materials: C[C@@H]1C(N([C@@H](CO1)C1=CC=CC=C1)CC(=O)OCC)=O (Ethyl [(2R,5R)-2-methyl-3-oxo-5-phenylmorpholin-4-yl]acetate), [Li+].[OH-] (LiOH), Cl (HCl). Solvent: C1CCOC1 (THF), O (H2O). Reaction conditions: time 18 hour. Yields the product C[C@H]1C(N([C@@H](CO1)C1=CC=CC=C1)CC(=O)[O-])=O.[Li+] (Lithium [(2S,5R)-2-methyl-3-oxo-5-phenylmorpholin-4-yl]acetate). Reaction SMILES: [CH3:1][C@H:2]1[O:7][CH2:6][C@@H:5]([C:8]2[CH:13]=[CH:12][CH:11]=[CH:10][CH:9]=2)[N:4]([CH2:14][C:15]([O:17]CC)=[O:16])[C:3]1=[O:20].[Li+:21].[OH-].Cl>C1COCC1.O>[CH3:1][C@@H:2]1[O:7][CH2:6][C@@H:5]([C:8]2[CH:13]=[CH:12][CH:11]=[CH:10][CH:9]=2)[N:4]([CH2:14][C:15]([O-:17])=[O:16])[C:3]1=[O:20].[Li+:21] |f:1.2,6.7|. Procedure: To a solution of ethyl [(2R,5R)-2-methyl-3-oxo-5-phenylmorpholin-4-yl]acetate from Step C (590 mg, 2.13 mmol) in THF (5 mL) and H2O (5 mL) was added 1 N aqueous LiOH (2.55 mL, 2.55 mmol) and the resulting mixture was stirred at ambient temperature for 18 h. The mixture was adjusted to pH 6 by addition of 1 N HCl and concentrated to dryness in vacuo to give the title compound. MS: m/z=250 (M+1). The reactants are ClC1=C(C(=CC=C1)Cl)CS(=O)(=O)C=1C=C2/C(/C(NC2=CC1)=O)=C/C1=C(C(=C(N1)C)CC(=O)O)C ({5-[5-(2,6-dichloro-phenylmethanesulfonyl)-2-oxo-1,2-dihydro-indol-(3Z)-ylidenemethyl]-2,4-dimethyl-1H-pyrrol-3-yl}-acetic acid), C1(CC1)N(C[C@H]1NCCC1)C (cyclopropyl-methyl-(S)-1-pyrrolidin-2-ylmethyl-amine), C=1C=CC2=C(C1)N=NN2O (HOBt), CCN=C=NCCCN(C)C (EDAC), TEA. The solvent is CN(C)C=O (DMF). Run at time 48 hour. Yields the product C1(CC1)N(C)C[C@H]1N(CCC1)C(CC=1C(=C(NC1C)\C=C\1/C(NC2=CC=C(C=C12)S(=O)(=O)CC1=C(C=CC=C1Cl)Cl)=O)C)=O (3-[1-[4-(2-{(S)-2-[(Cyclopropyl-methyl-amino)-methyl]-pyrrolidin-1-yl}-2-oxo-ethyl)-3,5-dimethyl-1H-pyrrol-2-yl]-meth-(Z)-ylidene]-5-(2,6-dichloro-phenylmethanesulfonyl)-1,3-dihydro-indol-2-one). Isolated yield 67.9%. Reaction SMILES: [Cl:1][C:2]1[CH:7]=[CH:6][CH:5]=[C:4]([Cl:8])[C:3]=1[CH2:9][S:10]([C:13]1[CH:14]=[C:15]2[C:19](=[CH:20][CH:21]=1)[NH:18][C:17](=[O:22])/[C:16]/2=[CH:23]\[C:24]1[NH:28][C:27]([CH3:29])=[C:26]([CH2:30][C:31]([OH:33])=O)[C:25]=1[CH3:34])(=[O:12])=[O:11].[CH:35]1([N:38]([CH3:45])[CH2:39][C@@H:40]2[CH2:44][CH2:43][CH2:42][NH:41]2)[CH2:37][CH2:36]1.C1C=CC2N(O)N=NC=2C=1.CCN=C=NCCCN(C)C>CN(C=O)C>[CH:35]1([N:38]([CH2:39][C@@H:40]2[CH2:44][CH2:43][CH2:42][N:41]2[C:31](=[O:33])[CH2:30][C:26]2[C:25]([CH3:34])=[C:24](/[CH:23]=[C:16]3\[C:17](=[O:22])[NH:18][C:19]4[C:15]\3=[CH:14][C:13]([S:10]([CH2:9][C:3]3[C:4]([Cl:8])=[CH:5][CH:6]=[CH:7][C:2]=3[Cl:1])(=[O:12])=[O:11])=[CH:21][CH:20]=4)[NH:28][C:27]=2[CH3:29])[CH3:45])[CH2:36][CH2:37]1. Reported procedure: A mixture of {5-[5-(2,6-dichloro-phenylmethanesulfonyl)-2-oxo-1,2-dihydro-indol-(3Z)-ylidenemethyl]-2,4-dimethyl-1H-pyrrol-3-yl}-acetic acid (104 mg, 0.2 mmol), cyclopropyl-methyl-(S)-1-pyrrolidin-2-ylmethyl-amine (53 mg, 0.34 mmol), HOBt (43 mg, 0.32 mmol), EDAC (65 mg, 0.34 mmol) and TEA (0.06 mL) in DMF (3 mL) was stirred at rt for 48 hours. The reaction was concentrated, diluted with sodium bicarbonate and extracted with DCM. The combined DCM was dried, concentrated and purified on a silica ... Reactants: CC(NS(=O)(=O)CC[Si](C)(C)C)C(Sc1ccc2c(cnn2-c2ccc(F)cc2)c1)c1ccccc1, CN(C)C=O. Product: CC(N)C(Sc1ccc2c(cnn2-c2ccc(F)cc2)c1)c1ccccc1. RXN SMILES: [F:1][c:2]1[cH:3][cH:4][c:5](-[n:8]2[n:9][cH:10][c:11]3[cH:12][c:13]([S:17][CH:18]([CH:19]([CH3:20])[NH:21][S:22]([CH2:23][CH2:24][Si:25]([CH3:26])([CH3:27])[CH3:28])(=[O:29])=[O:30])[c:31]4[cH:32][cH:33][cH:34][cH:35][cH:36]4)[cH:14][cH:15][c:16]23)[cH:6][cH:7]1.[O:37]=[CH:38][N:39]([CH3:40])[CH3:41]>>[F:1][c:2]1[cH:3][cH:4][c:5](-[n:8]2[n:9][cH:10][c:11]3[cH:12][c:13]([S:17][CH:18]([CH:19]([CH3:20])[NH2:21])[c:31]4[cH:32][cH:33][cH:34][cH:35][cH:36]4)[cH:14][cH:15][c:16]23)[cH:6][cH:7]1. Yield: 74.5%. The product is ClC1=C(C=CC(=C1)C=NO)CNC(=O)C1CC1 (N-[(2-chloro-4-hydroxyiminomethylphenyl)methyl]cyclopropanecarboxamide). Reaction conditions: time 1 hour. As a reaction SMILES: [Cl:1][C:2]1[CH:7]=[C:6]([CH:8]=O)[CH:5]=[CH:4][C:3]=1[CH2:10][NH:11][C:12]([CH:14]1[CH2:16][CH2:15]1)=[O:13].Cl.[NH2:18][OH:19]>CO.O.C(OCC)(=O)C>[Cl:1][C:2]1[CH:7]=[C:6]([CH:8]=[N:18][OH:19])[CH:5]=[CH:4][C:3]=1[CH2:10][NH:11][C:12]([CH:14]1[CH2:16][CH2:15]1)=[O:13] |f:1.2|. Procedure: In a solution of 1.20 g of N-[(2-chloro-4-formylphenyl)methyl]cyclopropanecarboxamide in 40 mL of methanol and 10 mL of water, 0.50 g of hydroxylamine hydrochloride was added, and stirred at room temperature for 1 hour. After the completion of the reaction, the reaction mixture was diluted with 50 mL of ethyl acetate, washed with water (30 mL×1), and the organic phase was dehydrated with and dried over saturated sodium chloride aqueous solution and anhydrous magnesium sulfate in that order, and ... Run in CO (methanol), O (water), C(C)(=O)OCC (ethyl acetate). The reactants are ClC1=C(C=CC(=C1)C=O)CNC(=O)C1CC1 (N-[(2-chloro-4-formylphenyl)methyl]cyclopropanecarboxamide), Cl.NO (hydroxylamine hydrochloride). Starting materials: COC(=O)OC1CC2=CC=C3C4CCC(C(C)C5OCC(C)(C)CO5)C4(C)CCC3C2(C)C(OC(=O)OC)C1, COC(=O)OC1CC2=CC=C3C4CCC(C(C)C=O)C4(C)CCC3C2(C)C(OC(=O)OC)C1. The product is COC(=O)OC1CC(O)CC2=CC=C3C4CCC(C(C)C5OCC(C)(C)CO5)C4(C)CCC3C21C. RXN SMILES: [CH3:1][C:2]1([CH3:39])[CH2:3][O:4][CH:5]([CH:8]([CH3:9])[CH:10]2[CH2:11][CH2:12][CH:13]3[C:14]4=[CH:15][CH:16]=[C:17]5[CH2:18][CH:19]([O:34][C:35]([O:36][CH3:37])=[O:38])[CH2:20][CH:21]([O:29][C:30](=[O:31])[O:32][CH3:33])[C:22]5([CH3:23])[CH:24]4[CH2:25][CH2:26][C:27]23[CH3:28])[O:6][CH2:7]1.[CH3:40][O:41][C:42]([O:43][CH:44]1[C:45]2([CH3:46])[C:47](=[CH:48][CH:49]=[C:50]3[CH:51]2[CH2:52][CH2:53][C:54]2([CH3:55])[CH:56]3[CH2:57][CH2:58][CH:59]2[CH:60]([CH:61]=[O:62])[CH3:63])[CH2:64][CH:65]([O:66][C:67]([O:68][CH3:69])=[O:70])[CH2:71]1)=[O:72]>>[CH3:1][C:2]1([CH3:39])[CH2:3][O:4][CH:5]([CH:8]([CH3:9])[CH:10]2[CH2:11][CH2:12][CH:13]3[C:14]4=[CH:15][CH:16]=[C:17]5[CH2:18][CH:19]([OH:34])[CH2:20][CH:21]([O:29][C:30](=[O:31])[O:32][CH3:33])[C:22]5([CH3:23])[CH:24]4[CH2:25][CH2:26][C:27]23[CH3:28])[O:6][CH2:7]1.